This data is from the Open Reaction Database (ORD), a public repository of structured organic reaction records. The task is: describe an organic reaction: reactants, conditions, products, and yield Starting materials: ClC=1C=C2C=C(NC2=CC1)C(=O)N[C@H]1[C@@H](CC(C1)CO)NC(=O)C=1SC=2CN(CCC2N1)C ((1R*,2R*)-N1-[(5-Chloroindol-2-yl)carbonyl]-4-hydroxymethyl-N2-[(5-methyl-4,5,6,7-tetrahydrothiazolo-[5,4-c]pyridin-2-yl)carbonyl]-1,2-cyclopentanediamine), N (ammonia), N1=CC=CC=C1 (pyridine), ClC(=O)OC1=CC=CC=C1 (phenyl chloroformate). The solvent is O1CCCC1 (tetrahydrofuran), CO (methanol). Reaction conditions: time 10 minute. Product: C(N)(=O)OCC1C[C@H]([C@@H](C1)NC(=O)C=1NC2=CC=C(C=C2C1)Cl)NC(=O)C=1SC=2CN(CCC2N1)C ((1R*,2R*)-4-Carbamoyloxymethyl-N1-[(5-chloroindol-2-yl)carbonyl]-N2-[(5-methyl-4,5,6,7-tetrahydrothiazolo-[5,4-c]pyridin-2-yl)carbonyl]-1,2-cyclopentanediamine). As a reaction SMILES: [Cl:1][C:2]1[CH:3]=[C:4]2[C:8](=[CH:9][CH:10]=1)[NH:7][C:6]([C:11]([NH:13][C@@H:14]1[CH2:18][CH:17]([CH2:19][OH:20])[CH2:16][C@H:15]1[NH:21][C:22]([C:24]1[S:25][C:26]3[CH2:27][N:28]([CH3:33])[CH2:29][CH2:30][C:31]=3[N:32]=1)=[O:23])=[O:12])=[CH:5]2.[N:34]1[CH:39]=CC=CC=1.ClC(OC1C=CC=CC=1)=[O:42].N>O1CCCC1.CO>[C:39]([O:20][CH2:19][CH:17]1[CH2:18][C@@H:14]([NH:13][C:11]([C:6]2[NH:7][C:8]3[C:4]([CH:5]=2)=[CH:3][C:2]([Cl:1])=[CH:10][CH:9]=3)=[O:12])[C@H:15]([NH:21][C:22]([C:24]2[S:25][C:26]3[CH2:27][N:28]([CH3:33])[CH2:29][CH2:30][C:31]=3[N:32]=2)=[O:23])[CH2:16]1)(=[O:42])[NH2:34]. Reported procedure: (1R*,2R*)-N1-[(5-Chloroindol-2-yl)carbonyl]-4-hydroxymethyl-N2-[(5-methyl-4,5,6,7-tetrahydrothiazolo-[5,4-c]pyridin-2-yl)carbonyl]-1,2-cyclopentanediamine (Stereoisomer A) (200 mg) was suspended in tetrahydrofuran (80 ml), and pyridine (100 μl) was added, and phenyl chloroformate (156 μl) was then added to stir the mixture at room temperature for 10 minutes. A saturated methanol solution (10 ml) of ammonia was added to the reaction mixture, and the mixture was left to stand overnight at room tem... The product is FC(/C=C/C(=O)NCCNC1=NC(=CN=C1)C)(F)F ((E)-4,4,4-Trifluoro-N-[2-[(6-methylpyrazin-2-yl)amino]ethyl]but-2-enamide). Run at time 15 minute. As a reaction SMILES: [F:1][C:2]([F:9])([F:8])/[CH:3]=[CH:4]/[C:5](O)=[O:6].C(Cl)(=O)C(Cl)=O.[CH3:16][C:17]1[N:22]=[C:21]([NH:23][CH2:24][CH2:25][NH2:26])[CH:20]=[N:19][CH:18]=1.CCOP(O)N(C(C)C)C(C)C>ClCCl.CN(C)C=O>[F:1][C:2]([F:9])([F:8])/[CH:3]=[CH:4]/[C:5]([NH:26][CH2:25][CH2:24][NH:23][C:21]1[CH:20]=[N:19][CH:18]=[C:17]([CH3:16])[N:22]=1)=[O:6]. Procedure: (E)-4,4,4-Trifluorobut-2-enoic acid (70 mg, 0.5 mmol) was dissolved in dichloromethane (1 ml containing one drop of dimethyl formamide), oxalyl chloride was added (42 μl, 0.5 mmol) and the solution was stirred at room temperature for 15 minutes. This solution was added to a solution of N-(6-methylpyrazin-2-yl)ethane-1,2-diamine (38 mg, 0.25 mmol) and EDIPA (175 μl, 1 mmol) in a mixture of anhydrous dichloromethane (2 ml) and anhydrous dimethylformamide (1 ml) and the resulting mixture was stirre... Yield: 28.0%. The reagents and catalysts are ClCCl (dichloromethane). The solvent is CN(C=O)C (dimethylformamide), ClCCl (dichloromethane). The reactants are CC1=CN=CC(=N1)NCCN (N-(6-methylpyrazin-2-yl)ethane-1,2-diamine), CCOP(N(C(C)C)C(C)C)O (EDIPA), FC(/C=C/C(=O)O)(F)F ((E)-4,4,4-Trifluorobut-2-enoic acid), C(C(=O)Cl)(=O)Cl (oxalyl chloride). Reactants: F[B-](F)(F)F, ClCCl, CC[O+](CC)CC, CC1(c2ccccc2)SC(=S)N(Nc2ccccc2)C1=O, ClC(Cl)Cl, Nc1ccc(Cl)cc1, O. Product: CC1(c2ccccc2)SC(=Nc2ccc(Cl)cc2)N(Nc2ccccc2)C1=O. RXN SMILES: [B-:25]([F:26])([F:27])([F:28])[F:29].[CH2:22]([Cl:23])[Cl:24].[CH2:30]([O+:31]([CH2:32][CH3:33])[CH2:34][CH3:35])[CH3:36].[CH3:1][C:2]1([c:16]2[cH:17][cH:18][cH:19][cH:20][cH:21]2)[C:3](=[O:15])[N:4]([NH:8][c:9]2[cH:10][cH:11][cH:12][cH:13][cH:14]2)[C:5](=[S:7])[S:6]1.[CH:45]([Cl:46])([Cl:47])[Cl:48].[Cl:37][c:38]1[cH:39][cH:40][c:41]([NH2:42])[cH:43][cH:44]1.[OH2:49]>>[CH3:1][C:2]1([c:16]2[cH:17][cH:18][cH:19][cH:20][cH:21]2)[C:3](=[O:15])[N:4]([NH:8][c:9]2[cH:10][cH:11][cH:12][cH:13][cH:14]2)[C:5](=[N:42][c:41]2[cH:40][cH:39][c:38]([Cl:37])[cH:44][cH:43]2)[S:6]1. Reactants: BrC1=CC2=C(N(C(C3=CN=CC=C23)=O)C)C=C1OC[C@H](CC(C)C)NC(OC(C)(C)C)=O ((S)-tert-butyl (1-((9-bromo-6-methyl-5-oxo-5,6-dihydrobenzo[c][2,7]naphthyridin-8-yl)oxy)-4-methylpentan-2-yl)carbamate), B1(OB(OB(O1)C=C)C=C)C=C.C1=CC=NC=C1 (2,4,6-trivinylcyclotriboroxane pyridine complex), C(=O)([O-])[O-].[Na+].[Na+] (Na2CO3), C(C)O (ethanol). Reagents/catalysts: C=1C=CC(=CC1)[P](C=2C=CC=CC2)(C=3C=CC=CC3)[Pd]([P](C=4C=CC=CC4)(C=5C=CC=CC5)C=6C=CC=CC6)([P](C=7C=CC=CC7)(C=8C=CC=CC8)C=9C=CC=CC9)[P](C=1C=CC=CC1)(C=1C=CC=CC1)C=1C=CC=CC1 (Pd(PPh3)4). Run in C1(=CC=CC=C1)C (toluene). Reaction conditions: temperature 90 celsius. Product: C(C)(C)(C)OC(N[C@H](COC=1C(=CC2=C(N(C(C3=CN=CC=C23)=O)C)C1)C=C)CC(C)C)=O ((S)-tert-butyl(4-methyl-1-((6-methyl-5-oxo-9-vinyl-5,6-dihydrobenzo[c][2,7]naphthyridin-8-yl)oxy)pentan-2-yl)carbamate). Yield: 33.5%. As a reaction SMILES: Br[C:2]1[C:17]([O:18][CH2:19][C@@H:20]([NH:25][C:26](=[O:32])[O:27][C:28]([CH3:31])([CH3:30])[CH3:29])[CH2:21][CH:22]([CH3:24])[CH3:23])=[CH:16][C:5]2[N:6]([CH3:15])[C:7](=[O:14])[C:8]3[C:13]([C:4]=2[CH:3]=1)=[CH:12][CH:11]=[N:10][CH:9]=3.B1(C=C)OB([CH:39]=[CH2:40])OB(C=C)O1.C1C=CN=CC=1.C([O-])([O-])=O.[Na+].[Na+].C(O)C>C1(C)C=CC=CC=1.C1C=CC([P]([Pd]([P](C2C=CC=CC=2)(C2C=CC=CC=2)C2C=CC=CC=2)([P](C2C=CC=CC=2)(C2C=CC=CC=2)C2C=CC=CC=2)[P](C2C=CC=CC=2)(C2C=CC=CC=2)C2C=CC=CC=2)(C2C=CC=CC=2)C2C=CC=CC=2)=CC=1>[C:28]([O:27][C:26](=[O:32])[NH:25][C@@H:20]([CH2:21][CH:22]([CH3:24])[CH3:23])[CH2:19][O:18][C:17]1[C:2]([CH:39]=[CH2:40])=[CH:3][C:4]2[C:13]3[C:8](=[CH:9][N:10]=[CH:11][CH:12]=3)[C:7](=[O:14])[N:6]([CH3:15])[C:5]=2[CH:16]=1)([CH3:31])([CH3:30])[CH3:29] |f:1.2,3.4.5,^1:70,72,91,110|. Procedure: A mixture of (S)-tert-butyl (1-((9-bromo-6-methyl-5-oxo-5,6-dihydrobenzo[c][2,7]naphthyridin-8-yl)oxy)-4-methylpentan-2-yl)carbamate (0.250 g, 0.496 mmol) (prepared as described in Example 3, Part B) 2,4,6-trivinylcyclotriboroxane pyridine complex (0.239 g, 0.991 mmol), Na2CO3 (0.158 g, 1.487 mmol) and Pd(PPh3)4 (0.029 g, 0.025 mmol) in toluene (1 mL) water (0.1 mL), and ethanol (0.3 mL) was purged with nitrogen gas and heated at 90° C. for 16 h. After cooling, the reaction mixture was transferr... Reactants: O=C([O-])[O-], CCOC(=O)c1c[nH]nc1C(F)(F)F, CNC1CCCCC1NC, Cc1ccccc1, CCOC(C)=O, [Cu]I, Ic1ccccc1, [K+], [K+]. The product is CCOC(=O)c1cn(-c2ccccc2)nc1C(F)(F)F. RXN SMILES: [C:15](=[O:16])([O-:17])[O-:18].[CH2:1]([CH3:2])[O:3][C:4](=[O:5])[c:6]1[c:7]([C:11]([F:12])([F:13])[F:14])[n:8][nH:9][cH:10]1.[CH3:28][NH:29][CH:30]1[CH2:31][CH2:32][CH2:33][CH2:34][CH:35]1[NH:36][CH3:37].[CH3:38][c:39]1[cH:40][cH:41][cH:42][cH:43][cH:44]1.[CH3:45][CH2:46][O:47][C:48](=[O:49])[CH3:50].[Cu:51][I:52].[I:21][c:22]1[cH:23][cH:24][cH:25][cH:26][cH:27]1.[K+:19].[K+:20]>>[CH2:1]([CH3:2])[O:3][C:4](=[O:5])[c:6]1[c:7]([C:11]([F:12])([F:13])[F:14])[n:8][n:9](-[c:22]2[cH:23][cH:24][cH:25][cH:26][cH:27]2)[cH:10]1. Yields the product CC(=O)NCCC(=O)Nc1cc(C(O)CN(Cc2ccccc2)C(C)Cc2ccc(O)cc2)ccc1OCc1ccccc1. As a reaction SMILES: [C:38]([CH3:39])(=[O:40])[NH:41][CH2:42][CH2:43][C:44](=[O:45])[OH:46].[CH:47]1([N:48]=[C:49]=[N:50][CH:51]2[CH2:52][CH2:53][CH2:54][CH2:55][CH2:56]2)[CH2:57][CH2:58][CH2:59][CH2:60][CH2:61]1.[ClH:1].[NH2:2][c:3]1[cH:4][c:5]([CH:6]([CH2:7][N:8]([CH:9]([CH2:10][c:11]2[cH:12][cH:13][c:14]([OH:17])[cH:15][cH:16]2)[CH3:18])[CH2:19][c:20]2[cH:21][cH:22][cH:23][cH:24][cH:25]2)[OH:26])[cH:27][cH:28][c:29]1[O:30][CH2:31][c:32]1[cH:33][cH:34][cH:35][cH:36][cH:37]1.[cH:62]1[cH:63][cH:64][n:65][cH:66][cH:67]1>>[NH:2]([c:3]1[cH:4][c:5]([CH:6]([CH2:7][N:8]([CH:9]([CH2:10][c:11]2[cH:12][cH:13][c:14]([OH:17])[cH:15][cH:16]2)[CH3:18])[CH2:19][c:20]2[cH:21][cH:22][cH:23][cH:24][cH:25]2)[OH:26])[cH:27][cH:28][c:29]1[O:30][CH2:31][c:32]1[cH:33][cH:34][cH:35][cH:36][cH:37]1)[C:44]([CH2:43][CH2:42][NH:41][C:38]([CH3:39])=[O:40])=[O:45]. Reactants: CC(=O)NCCC(=O)O, C(=NC1CCCCC1)=NC1CCCCC1, Cl, CC(Cc1ccc(O)cc1)N(Cc1ccccc1)CC(O)c1ccc(OCc2ccccc2)c(N)c1, c1ccncc1.